This data is from the Open Reaction Database (ORD), a public repository of structured organic reaction records. The task is: describe an organic reaction: reactants, conditions, products, and yield Starting materials: COC([C@@H](N)CC(C)C)=O (L-Leucine methyl ester), N[C@@H](CCCCN)C(=O)O (L-Lysine), C=1C=CC2=C(C1)N=NN2O (HOBT), C(CCl)Cl (EDC), CN1CCOCC1 (N-methylmopholine). Solvent: CN(C)C=O (DMF), CN(C)C=O (DMF). Run at time 40 minute. The product is N[C@@H](CC(C)C)C(=O)O (L-leucine). The yield is 29.0%. Reaction SMILES: N[C@H](C(O)=O)CCCCN.C1C=CC2N(O)N=NC=2C=1.C(Cl)CCl.C[O:26][C:27](=[O:34])[C@H:28]([CH2:30][CH:31]([CH3:33])[CH3:32])[NH2:29].CN1CCOCC1>CN(C=O)C>[NH2:29][C@H:28]([C:27]([OH:34])=[O:26])[CH2:30][CH:31]([CH3:33])[CH3:32]. Procedure: L-Lysine, N-e-(carbobenzoxy)-[N-α-[N-[4-[4-(2-methyl-1H-imidazol-1-yl)-butyl]phenyl]acetyl]-L-(O-benzyl)-seryl]-, (0.46 g. 6.46 mmol), HOBT (0.089 g, 6.78 mmol), and EDC (0.13 g, 6.78 mmol) were dissolved in 15 mL of DMF. The solution was stirred for 40 minutes at room temperature. L-Leucine methyl ester (0.13 g, 7.11 mmol) was dissolved in 5 mL of DMF containing N-methylmopholine (0.20g, 1.94 mol) and then added to this solution. The reaction mixture was stirred overnight at room temperature, a... Starting materials: C(C)(C)(C)C1=CC=C(CNCCC2=CC(=CC=C2)C(F)(F)F)C=C1 ((4-tert-butyl-benzyl)-[2-(3-trifluoromethyl-phenyl)-ethyl]-amine), ClC=1C=C2C=CNC2=C(C1)C(=O)O (5-chloro-1H-indole-7-carboxylic acid), CCN=C=NCCCN(C)C.Cl (EDC.HCl). The solvent is C(Cl)Cl (DCM). The product is C(C)(C)(C)C1=CC=C(CN(C(=O)C=2C=C(C=C3C=CNC23)Cl)CCC2=CC(=CC=C2)C(F)(F)F)C=C1 (5-Chloro-1H-indole-7-carboxylic acid (4-tert-butyl-benzyl)-[2-(3-trifluoromethyl-phenyl)-ethyl]-amide). Yield: 62.4%. Reaction SMILES: [C:1]([C:5]1[CH:24]=[CH:23][C:8]([CH2:9][NH:10][CH2:11][CH2:12][C:13]2[CH:18]=[CH:17][CH:16]=[C:15]([C:19]([F:22])([F:21])[F:20])[CH:14]=2)=[CH:7][CH:6]=1)([CH3:4])([CH3:3])[CH3:2].[Cl:25][C:26]1[CH:27]=[C:28]2[C:32](=[C:33]([C:35](O)=[O:36])[CH:34]=1)[NH:31][CH:30]=[CH:29]2.CCN=C=NCCCN(C)C.Cl>C(Cl)Cl>[C:1]([C:5]1[CH:24]=[CH:23][C:8]([CH2:9][N:10]([CH2:11][CH2:12][C:13]2[CH:18]=[CH:17][CH:16]=[C:15]([C:19]([F:22])([F:20])[F:21])[CH:14]=2)[C:35]([C:33]2[CH:34]=[C:26]([Cl:25])[CH:27]=[C:28]3[C:32]=2[NH:31][CH:30]=[CH:29]3)=[O:36])=[CH:7][CH:6]=1)([CH3:4])([CH3:2])[CH3:3] |f:2.3|. Reported procedure: 167 mg (0.5 mmol) of (4-tert-butyl-benzyl)-[2-(3-trifluoromethyl-phenyl)-ethyl]-amine, 97 mg (0.5 mmol) of 5-chloro-1H-indole-7-carboxylic acid and 115 mg (0.6 mmol) of EDC.HCl were stirred over night at rt in 10 ml DCM. The product was purified by column chromatography (20 silica gel; DCM) to yield 160 mg (64%) product as a white solid. MS (EI) 512.2 (60), 514.2 (25) (M)+. Reactants: N1C=CC2=CC=C(C=C12)C(=O)OC (methyl indole-6-carboxylate), aqueous solution, [Li+].[OH-] (LiOH), Cl (HCl). Solvent: CO (MeOH), O (water). Conditions: temperature 0 celsius. The product is N1C=CC2=CC=C(C=C12)C(=O)O (1H-Indole-6-carboxylic acid). The yield is 83.3%. As a reaction SMILES: [NH:1]1[C:9]2[C:4](=[CH:5][CH:6]=[C:7]([C:10]([O:12]C)=[O:11])[CH:8]=2)[CH:3]=[CH:2]1.[Li+].[OH-].Cl>CO.O>[NH:1]1[C:9]2[C:4](=[CH:5][CH:6]=[C:7]([C:10]([OH:12])=[O:11])[CH:8]=2)[CH:3]=[CH:2]1 |f:1.2|. Procedure details: To a solution of methyl indole-6-carboxylate (3.0 g) in MeOH (34 mL), a 3M aqueous solution of LiOH (17 mL, 3.0 equiv.) was added. The reaction mixture was heated at reflux for 1 Hr, then cooled at 0° C., diluted with water (50 mL) and acidified with HCl 12M (5 mL). The mixture was extracted with AcOEt (3*30 mL). The combined organic layers were washed with brine (30 mL), dried over MgSO4 and concentrated to give the product as a yellow solid (2.3 g, 85%). Starting materials: N[C@@H](CCCCN)C(=O)O (Lys), N[C@@H](CCCNC(N)=N)C(=O)O (Arg), N[C@@H]([C@H](O)C)C(=O)O (Thr). Yields the product N[C@@H]([C@H](O)C)C(=O)N[C@@H](CCCCN)C(=O)N[C@@H](CCCNC(N)=N)C(=O)O (H-Thr-Lys-Arg-OH). RXN SMILES: [NH2:1][C@H:2]([C:8]([OH:10])=O)[CH2:3][CH2:4][CH2:5][CH2:6][NH2:7].[NH2:11][C@H:12]([C:20]([OH:22])=[O:21])[CH2:13][CH2:14][CH2:15][NH:16][C:17](=[NH:19])[NH2:18].[NH2:23][C@H:24]([C:28](O)=[O:29])[C@@H:25]([CH3:27])[OH:26]>>[NH2:23][C@H:24]([C:28]([NH:1][C@H:2]([C:8]([NH:11][C@H:12]([C:20]([OH:22])=[O:21])[CH2:13][CH2:14][CH2:15][NH:16][C:17](=[NH:18])[NH2:19])=[O:10])[CH2:3][CH2:4][CH2:5][CH2:6][NH2:7])=[O:29])[C@@H:25]([CH3:27])[OH:26]. Procedure: Lys, 1.00(1); Arg. 1.03(1), Thr, 1.00(1) The reactants are C(C1=CC=CC=C1)(=O)N1CCC=2NC=3C=CC=C(C3C2CC1)C1=C(C=CC=C1)OC1CCCC1 (3-benzoyl-10-[2-(cyclopentyloxy)phenyl]-1,2,3,4,5,6-hexahydroazepino[4,5-b]indole), [OH-].[K+] (potassium hydroxide), C(CO)O (ethylene glycol), [NH4+].[OH-] (NH4OH). Solvent: CO.C(Cl)(Cl)Cl (methanol chloroform), O (water). The product is white foam, C1(CCCC1)OC1=C(C=CC=C1)C=1C=2C3=C(NC2C=CC1)CCNCC3 (10-[2-(Cyclopentyloxy)phenyl]-1,2,3,4,5,6-hexahydroazepino[4,5-b]indole). Isolated yield 74.0%. As a reaction SMILES: C([N:9]1[CH2:22][CH2:21][C:20]2[C:19]3[C:18]([C:23]4[CH:28]=[CH:27][CH:26]=[CH:25][C:24]=4[O:29][CH:30]4[CH2:34][CH2:33][CH2:32][CH2:31]4)=[CH:17][CH:16]=[CH:15][C:14]=3[NH:13][C:12]=2[CH2:11][CH2:10]1)(=O)C1C=CC=CC=1.[OH-].[K+].C(O)CO.[NH4+].[OH-]>O.CO.C(Cl)(Cl)Cl>[CH:30]1([O:29][C:24]2[CH:25]=[CH:26][CH:27]=[CH:28][C:23]=2[C:18]2[C:19]3[C:20]4[CH2:21][CH2:22][NH:9][CH2:10][CH2:11][C:12]=4[NH:13][C:14]=3[CH:15]=[CH:16][CH:17]=2)[CH2:34][CH2:33][CH2:32][CH2:31]1 |f:1.2,4.5,7.8|. Procedure: The 3-benzoyl-10-[2-(cyclopentyloxy)phenyl]-1,2,3,4,5,6-hexahydroazepino[4,5-b]indole (0.73 g, 1.6 mmol), potassium hydroxide (2.07 g, 32.1 mmol), and ethylene glycol (15 mL) were heated to 170° C. for 2.67 hours. The reaction was diluted with water and extracted with ethyl acetate (2×). The organic layers were combined, washed with brine, dried over MgSO4 and concentrated in vacuo to give a brown oil which was passed through a column of silica gel with 3% methanol/chloroform with 1% NH4OH to gi... The reactants are FC1=CC=CC(=N1)CO ((6-fluoro-pyridin-2-yl)-methanol), ClC1=NC(=CN=C1)Cl (2,6-dichloro-pyrazine), [H-].[Na+] (NaH), oil. Run in C1CCOC1 (THF). Reaction conditions: time 19 hour. The product is ClC1=NC(=CN=C1)OCC1=NC(=CC=C1)F (2-Chloro-6-(6-fluoro-pyridin-2-ylmethoxy)-pyrazine). Yield: 80.9%. RXN SMILES: [F:1][C:2]1[N:7]=[C:6]([CH2:8][OH:9])[CH:5]=[CH:4][CH:3]=1.[Cl:10][C:11]1[CH:16]=[N:15][CH:14]=[C:13](Cl)[N:12]=1.[H-].[Na+]>C1COCC1>[Cl:10][C:11]1[CH:16]=[N:15][CH:14]=[C:13]([O:9][CH2:8][C:6]2[CH:5]=[CH:4][CH:3]=[C:2]([F:1])[N:7]=2)[N:12]=1 |f:2.3|. Procedure details: To a solution of (6-fluoro-pyridin-2-yl)-methanol I-3d (368 mg, 2.89 mmol) and 2,6-dichloro-pyrazine (431.2 mg, 2.89 mM) in THF (14.7 mL) at room temperature was added 60% NaH in mineral oil (174 mg, 4.34 mmol). The resulting mixture was stirred at ambient temperature for 19 h and concentrated. The residue was purified by column chromatography (ethyl acetate/hexanes=1:4)) to afford 560 mg of the title compound (I-3e). Reactants: ClC1=C(C=CC(=C1)Cl)C=1N=C(C(=NC1CC)N[C@H]1[C@H](CC2=CC=CC=C12)OCC)CC (5-(2,4-dichlorophenyl)-N-[(1R,2S)-2-ethoxy-2,3-dihydro-1H-inden-1-yl]-3,6-diethylpyrazin-2-amine), ClC1=C(C=CC(=C1)OC)C=1N=C(C(=NC1CC)N[C@H]1[C@H](CC2=CC=CC=C12)O)CC ((1R,2S)-1-{[5-(2-chloro-4-methoxyphenyl)-3,6-diethylpyrazin-2-yl]amino}-2,3-dihydro-1H-inden-2-ol). Yields the product ClC1=C(C=CC(=C1)OC)C=1N=C(C(=NC1CC)N[C@H]1[C@H](CC2=CC=CC=C12)OCC)CC (5-(2-chloro-4-methoxyphenyl)-N-[(1R,2S)-2-ethoxy-2,3-dihydro-1H-inden-1-yl]-3,6-diethylpyrazin-2-amine). As a reaction SMILES: [Cl:1][C:2]1[CH:7]=[C:6](Cl)[CH:5]=[CH:4][C:3]=1[C:9]1[N:10]=[C:11]([CH2:30][CH3:31])[C:12]([NH:17][C@@H:18]2[C:26]3[C:21](=[CH:22][CH:23]=[CH:24][CH:25]=3)[CH2:20][C@@H:19]2[O:27][CH2:28][CH3:29])=[N:13][C:14]=1[CH2:15][CH3:16].ClC1C=[C:37]([O:39]C)C=CC=1C1N=C(CC)C(N[C@@H]2C3C(=CC=CC=3)C[C@@H]2O)=NC=1CC>>[Cl:1][C:2]1[CH:7]=[C:6]([O:39][CH3:37])[CH:5]=[CH:4][C:3]=1[C:9]1[N:10]=[C:11]([CH2:30][CH3:31])[C:12]([NH:17][C@@H:18]2[C:26]3[C:21](=[CH:22][CH:23]=[CH:24][CH:25]=3)[CH2:20][C@@H:19]2[O:27][CH2:28][CH3:29])=[N:13][C:14]=1[CH2:15][CH3:16]. Procedure details: Following the procedure for the preparation of 5-(2,4-dichlorophenyl)-N-[(1R,2S)-2-ethoxy-2,3-dihydro-1H-inden-1-yl]-3,6-diethylpyrazin-2-amine but substituting (1R,2S)-1-{[5-(2-chloro-4-methoxyphenyl)-3,6-diethylpyrazin-2-yl]amino}-2,3-dihydro-1H-inden-2-ol and making non-critical variations provided the title compound as a pale yellow semi-solid. IR (liq.) 2971, 2935, 2875, 1606, 1565, 1480, 1440, 1391, 1287, 1230, 1206, 1183, 1091, 1079, 1044 cm−1; OAMS supporting ions at: ESI+ 452.1; MS (EI)...